Dataset: the Open Reaction Database (ORD), a public repository of structured organic reaction records. Task: describe an organic reaction: reactants, conditions, products, and yield Reactants: NC1=C(CNC=2C=3N(C=CC2)C(=C(N3)C)Cl)C(=CC=C1)C (8-(2-amino-6-methylbenzylamino)-3-chloro-2-methylimidazo[1,2-a]pyridine), ClC(=O)OCCCl (2-chloroethyl chloroformate). Solvent: ClCCl (dichloromethane). Product: ClCCOC(=O)NC1=C(CNC=2C=3N(C=CC2)C(=C(N3)C)Cl)C(=CC=C1)C (8-[2-(2-Chloroethoxycarbonylamino)-6-methylbenzylamino]-3-chloro-2-methylimidazo[1,2-a]pyridine). RXN SMILES: [NH2:1][C:2]1[CH:20]=[CH:19][CH:18]=[C:17]([CH3:21])[C:3]=1[CH2:4][NH:5][C:6]1[C:7]2[N:8]([C:12]([Cl:16])=[C:13]([CH3:15])[N:14]=2)[CH:9]=[CH:10][CH:11]=1.Cl[C:23]([O:25][CH2:26][CH2:27][Cl:28])=[O:24]>ClCCl>[Cl:28][CH2:27][CH2:26][O:25][C:23]([NH:1][C:2]1[CH:20]=[CH:19][CH:18]=[C:17]([CH3:21])[C:3]=1[CH2:4][NH:5][C:6]1[C:7]2[N:8]([C:12]([Cl:16])=[C:13]([CH3:15])[N:14]=2)[CH:9]=[CH:10][CH:11]=1)=[O:24]. Procedure details: According to the procedure indicated in Example 1a, 8-(2-amino-6-methylbenzylamino)-3-chloro-2-methylimidazo[1,2-a]pyridine (0.27 g) and 2-chloroethyl chloroformate (0.18 g) in dichloromethane (30 ml) give the title compound as a brown oil, which is used directly for further reaction in 2b. Starting materials: ClC=1C=C(C(=O)OC)C=CC1N1OCC=CC1 (methyl 3-chloro-4-(3,6-dihydro-[1,2]oxazin-2-yl)-benzoate), [OH-].[Na+] (sodium hydroxide), O (water). Run in C(C)O (ethanol). Product: ClC=1C=C(C(=O)O)C=CC1N1OCC=CC1 (3-chloro-4-(3,6-dihydro-[1,2]oxazin-2-yl)-benzoic acid). RXN SMILES: [Cl:1][C:2]1[CH:3]=[C:4]([CH:9]=[CH:10][C:11]=1[N:12]1[CH2:17][CH:16]=[CH:15][CH2:14][O:13]1)[C:5]([O:7]C)=[O:6].[OH-].[Na+].O>C(O)C>[Cl:1][C:2]1[CH:3]=[C:4]([CH:9]=[CH:10][C:11]=1[N:12]1[CH2:17][CH:16]=[CH:15][CH2:14][O:13]1)[C:5]([OH:7])=[O:6] |f:1.2|. Reported procedure: Prepared analogously to Example 2d from methyl 3-chloro-4-(3,6-dihydro-[1,2]oxazin-2-yl)-benzoate and sodium hydroxide in a solvent mixture of water and ethanol. Starting materials: CO (MeOH), CC1=CC(OC2=C(C(=CC=C12)O)CC=C)=O (4-methyl-7-hydroxy-8-allylcoumarin). Yields the product CC1=CC(OC2=C(C(=CC(=C12)C)O)CC=C)=O (4,5-dimethyl-7-hydroxy-8-allylcoumarin), XXX. Reaction SMILES: [CH3:1][C:2]1[C:11]2[C:6](=[C:7]([CH2:13][CH:14]=[CH2:15])[C:8]([OH:12])=[CH:9][CH:10]=2)[O:5][C:4](=[O:16])[CH:3]=1.[CH3:17]O>>[CH3:1][C:2]1[C:11]2[C:6](=[C:7]([CH2:13][CH:14]=[CH2:15])[C:8]([OH:12])=[CH:9][C:10]=2[CH3:17])[O:5][C:4](=[O:16])[CH:3]=1. Procedure: In a manner analogous to example 23, from 4-methyl-7-hydroxy-8-allylcoumarin (XII) 4-methylangelicin (XXIX; m.p. 194°-5° C. (from MeOH)) was obtained: ##STR32## and from 4,5-dimethyl-7-hydroxy-8-allylcoumarin (XIV) the 4,5-dimethylangelicin (XXX; m.p. 211°-2° (MeOH)) was obtained: ##STR33## Starting materials: N1C(=NC=C1)C=O (2-imidazole carboxaldehyde), ICCOCOC (1-iodo-2-methoxymethoxyethane), [H-].[Na+] (sodium hydride). The solvent is CN(C)C=O (DMF). Conditions: time 5 day. The product is COCOCCN1C(=NC=C1)C=O (1-(2-methoxymethoxyethyl)-1H-imidazole-2-carboxaldehyde). Isolated yield 79.5%. Reaction SMILES: [NH:1]1[CH:5]=[CH:4][N:3]=[C:2]1[CH:6]=[O:7].I[CH2:9][CH2:10][O:11][CH2:12][O:13][CH3:14].[H-].[Na+]>CN(C=O)C>[CH3:14][O:13][CH2:12][O:11][CH2:10][CH2:9][N:1]1[CH:5]=[CH:4][N:3]=[C:2]1[CH:6]=[O:7] |f:2.3|. Procedure details: In DMF (15 ml), 2-imidazole carboxaldehyde (300 mg) was dissolved. Then, the compound (1.01 g) obtained in Example 92-1 and sodium hydride (137 mg) were added to the solution, and the whole was stirred at room temperature for 5 days. After completion of the reaction, the solvent was distilled off and the residue was then added with chloroform, followed by washing with water and saturated saline solution. The resultant was dried with anhydrous sodium sulfate, and the solvent was distilled off. Su... Reactants: C(C)OC(C(F)(F)Br)=O (ethylbromodifluoroacetate), IC1=CC=C(C=C1)NC(=O)C1=CC=2C(CCC(C2C=C1)(C)C)(C)C (5,6,7,8-Tetrahydro-N-(4-iodophenyl)-5,5,8,8-tetramethylnaphthalene-2-carboxamide). Reagents/catalysts: [Cu] (copper). Run in [NH4+].[Cl-] (NH4Cl), CS(=O)C (DMSO). Reaction conditions: temperature 58 celsius, time 18 hour. The product is CC1(C=2C=CC(=CC2C(CC1)(C)C)C(=O)NC1=CC=C(C=C1)C(C(=O)OCC)(F)F)C (Ethyl 2-(4-(5,6,7,8-tetrahydro-5,5,8,8-tetramethylnaphthalene-2-carboxamido)phenyl)-2,2-difluoroacetate). The yield is 74.6%. Reaction SMILES: [CH2:1]([O:3][C:4](=[O:9])[C:5](Br)([F:7])[F:6])[CH3:2].I[C:11]1[CH:16]=[CH:15][C:14]([NH:17][C:18]([C:20]2[CH:29]=[CH:28][C:27]3[C:26]([CH3:31])([CH3:30])[CH2:25][CH2:24][C:23]([CH3:33])([CH3:32])[C:22]=3[CH:21]=2)=[O:19])=[CH:13][CH:12]=1>CS(C)=O.[NH4+].[Cl-].[Cu]>[CH3:30][C:26]1([CH3:31])[CH2:25][CH2:24][C:23]([CH3:32])([CH3:33])[C:22]2[CH:21]=[C:20]([C:18]([NH:17][C:14]3[CH:15]=[CH:16][C:11]([C:5]([F:7])([F:6])[C:4]([O:3][CH2:1][CH3:2])=[O:9])=[CH:12][CH:13]=3)=[O:19])[CH:29]=[CH:28][C:27]1=2 |f:3.4|. Procedure details: Under a nitrogen atmosphere ethylbromodifluoroacetate (0.244 mL, 1.90 mmol) was added to a suspension of 5,6,7,8-tetrahydro-N-(4-iodophenyl)-5,5,8,8-tetramethylnaphthalene-2-carboxamide 22 (826 mg, 1.90 mmol), powder copper (99.999%, 588 mg) in anhydrous DMSO (16.7 mL). The reaction mixture was stirred at 58° C. for 18 h. After cooling, the mixture was poured in aqueous NH4Cl 5% (150 mL). This mixture was extracted with EtOAc (5×150 mL). The organic layer was washed with aqueous NH4Cl 5% (3×100 ... Reactants: COC=1C(=NC=CC1)N (3-Methoxy-2-aminopyridine), nitro, CC(CC)C1=CC=C(OC(C(=O)O)CCCCCCC)C=C1 (4-(1-methylpropyl)phenoxynonanoic acid). Yields the product COC=1C(=NC=CC1)NC(C(CCCCCCC)OC1=CC=C(C=C1)C(CC)C)=O (N-(3-Methoxypyridin-2-yl)-2-(4-(1-methylpropyl)phenoxy)nonanoic amide). Reaction SMILES: [CH3:1][O:2][C:3]1[C:4]([NH2:9])=[N:5][CH:6]=[CH:7][CH:8]=1.[CH3:10][CH:11]([C:14]1[CH:31]=[CH:30][C:17]([O:18][CH:19]([CH2:23][CH2:24][CH2:25][CH2:26][CH2:27][CH2:28][CH3:29])[C:20](O)=[O:21])=[CH:16][CH:15]=1)[CH2:12][CH3:13]>>[CH3:1][O:2][C:3]1[C:4]([NH:9][C:20](=[O:21])[CH:19]([O:18][C:17]2[CH:30]=[CH:31][C:14]([CH:11]([CH3:10])[CH2:12][CH3:13])=[CH:15][CH:16]=2)[CH2:23][CH2:24][CH2:25][CH2:26][CH2:27][CH2:28][CH3:29])=[N:5][CH:6]=[CH:7][CH:8]=1. Procedure: 3-Methoxy-2-aminopyridine, prepared by reduction of the corresponding nitro compound according to Example 31, was coupled with 2-(4-(1-methylpropyl)phenoxynonanoic acid according to Example 25 to give the title compound.